Dataset: the Open Reaction Database (ORD), a public repository of structured organic reaction records. Task: describe an organic reaction: reactants, conditions, products, and yield Reactants: Nc1ccc(F)cc1O, [Na+], O=C([O-])Cc1nc(N2CCOCC2)cc(=O)[nH]1. Product: O=C(Cc1nc(N2CCOCC2)cc(=O)[nH]1)Nc1ccc(F)cc1O. RXN SMILES: [NH2:19][c:20]1[c:21]([OH:27])[cH:22][c:23]([F:26])[cH:24][cH:25]1.[Na+:18].[O:1]1[CH2:2][CH2:3][N:4]([c:7]2[n:8][c:9]([CH2:14][C:15](=[O:16])[O-:17])[nH:10][c:11](=[O:13])[cH:12]2)[CH2:5][CH2:6]1>>[O:1]1[CH2:2][CH2:3][N:4]([c:7]2[n:8][c:9]([CH2:14][C:15](=[O:17])[NH:19][c:20]3[c:21]([OH:27])[cH:22][c:23]([F:26])[cH:24][cH:25]3)[nH:10][c:11](=[O:13])[cH:12]2)[CH2:5][CH2:6]1. Starting materials: CCc1cnc(N)o1, [Cl-], O=C(O)C1c2ccccc2Oc2ccccc21. The product is CCc1cnc(NC(=O)C2c3ccccc3Oc3ccccc32)o1. Reaction SMILES: [CH2:1]([CH3:2])[c:3]1[cH:4][n:5][c:6]([NH2:8])[o:7]1.[Cl-:9].[cH:10]1[cH:11][cH:12][cH:13][c:14]2[c:23]1[CH:22]([C:24](=[O:25])[OH:26])[c:21]1[c:16]([cH:17][cH:18][cH:19][cH:20]1)[O:15]2>>[CH2:1]([CH3:2])[c:3]1[cH:4][n:5][c:6]([NH:8][C:24]([CH:22]2[c:21]3[c:16]([cH:17][cH:18][cH:19][cH:20]3)[O:15][c:14]3[cH:13][cH:12][cH:11][cH:10][c:23]32)=[O:25])[o:7]1. Reactants: CN1C=CC=C1 (N-methylpyrrole), CN1C=CC=C1 (N-methylpyrrole), N#CC#N (cyanogen), Cl (Hydrogen chloride). The product is CN1C=CC=C1CC#N (N-methylpyrrole-2-acetonitrile). Yield: 14.3%. As a reaction SMILES: [CH3:1][N:2]1[CH:6]=[CH:5][CH:4]=[CH:3]1.[N:7]#[C:8][C:9]#N.Cl>>[CH3:1][N:2]1[C:6]([CH2:9][C:8]#[N:7])=[CH:5][CH:4]=[CH:3]1. Procedure: N-methylpyrrole (4 g, 0.049 mole) is dissolved in 40 ml of dry (ethanol-free) chloroform in a dry, 200 ml, 3-necked round-bottomed flask and flushed with a stream of dry nitrogen. The temperature of the solution is lowered to 0° C and cyanogen (3.25 g, 0.063 mole) is added. Hydrogen chloride (dried through sulfuric acid) is introduced in a slow steady stream with mechanical stirring at 0° C for 4 hrs at which time all the N-methylpyrrole has been consumed. The hydrogen chloride flow is stopped; ... The reactants are C(C)N(C1=NC=C(C=C1)C=1SC2=C(N1)C=CC(=C2)OC)C (N-Ethyl-5-(6-methoxy-1,3-benzothiazol-2-yl)-N-methylpyridin-2-amine), C(C)NC1=CC=C(C=N1)C=1SC2=C(N1)C=CC(=C2)O (2-[6-(ethylamino)pyridin-3-yl]-1,3-benzothiazol-6-ol). Product: COC=1C=CC2=C(N=C(S2)C=2C=CC(=NC2)NC)C1 (5-(5-Methoxy-1,3-benzothiazol-2-yl)-N-methylpyridin-2-amine). As a reaction SMILES: C([N:3]([CH3:21])[C:4]1[CH:9]=[CH:8][C:7]([C:10]2[S:11][C:12]3[CH:18]=[C:17](OC)[CH:16]=[CH:15][C:13]=3[N:14]=2)=[CH:6][N:5]=1)C.C(NC1N=CC(C2SC3C=[C:38]([OH:40])C=CC=3N=2)=CC=1)C>>[CH3:38][O:40][C:16]1[CH:17]=[CH:18][C:12]2[S:11][C:10]([C:7]3[CH:8]=[CH:9][C:4]([NH:3][CH3:21])=[N:5][CH:6]=3)=[N:14][C:13]=2[CH:15]=1. Procedure details: N-Ethyl-5-(6-methoxy-1,3-benzothiazol-2-yl)-N-methylpyridin-2-amine (55.4 mg, 0.185 mmol) was subjected to the procedure described for 2-[6-(ethylamino)pyridin-3-yl]-1,3-benzothiazol-6-ol. Recrystallization from methanol gave 23.7 mg of the title compound as a pale yellow solid. 1H NMR δ ppm 9.75 (s, 1H) 8.67 (d, 1H) 8.03 (dd, 1H) 7.75 (d, 1H) 7.35 (d, 1H) 6.93 (dd, 1H) 6.75 (d, 1H) 3.63 (q, 2H) 3.07 (s, 3H) 1.11 (t, 3H); MS m/z (M+H) 286. Reactants: BrCCC12C=CC(CC1)C2 (2-bromoethyl norbornene), O1CCCC1 (tetrahydrofuran), CN(C)C (trimethylamine). Run at time 48 hour. Product: [Br-].C12C(CC(C=C1)C2)CC[N+](C)(C)C (2-(bicyclo[2.2.1]hept-5-en-2-yl)-N,N,N-trimethylethanaminium bromide). As a reaction SMILES: [Br:1]CC[C:4]12[CH2:10][CH:7]([CH2:8][CH2:9]1)[CH:6]=[CH:5]2.[CH3:11][N:12]([CH3:14])[CH3:13].O1[CH2:19][CH2:18]CC1>>[Br-:1].[CH:4]12[CH2:10][CH:7]([CH:6]=[CH:5]1)[CH2:8][CH:9]2[CH2:18][CH2:19][N+:12]([CH3:14])([CH3:13])[CH3:11] |f:3.4|. Reported procedure: An appropriately sized container was charged under nitrogen with tetrahydrofuran (180 g, 202 mL), 2-bromoethyl norbornene (20.11 g, 100 mmol) and a stock solution of trimethylamine (45% aqueous 65.7 g 79.1 ml). The contents were stirred for 48 hours, at which time the solvents were removed under reduced pressure. A portion of drum grade toluene (200 ml, 173 g) was added. The solvents were then removed once again under reduced pressure with the toluene being useful to promote the azeotropic remov... Reactants: CC(=O)OCC1=C2C=CC=CC2=C(C3=CC=CC=C31)COC(=O)C (acetic), [PH2](=O)O (hypophosphorous acid), CCC(CC)=O (3-Pentanone), CC=1NC=C(C1C(C)=O)C (2,4-dimethyl-3-acetyl-pyrrole). Run in I (hydriodic acid), O (water). Reaction conditions: time 4 hour. Yields the product CC=1NC(=C(C1C(C)=O)C)C(CC)CC (2,4-Dimethyl-3-acetyl-5-(3-pentyl)-pyrrole). RXN SMILES: [CH3:1][CH2:2][C:3](=O)[CH2:4][CH3:5].[CH3:7][C:8]1[NH:9][CH:10]=[C:11]([CH3:16])[C:12]=1[C:13](=[O:15])[CH3:14].CC(OCC1C2C(=CC=CC=2)C(COC(C)=O)=C2C=1C=CC=C2)=O.[PH2](O)=O>I.O>[CH3:7][C:8]1[NH:9][C:10]([CH:3]([CH2:4][CH3:5])[CH2:2][CH3:1])=[C:11]([CH3:16])[C:12]=1[C:13](=[O:15])[CH3:14]. Reported procedure: 3-Pentanone (0.85 ml) was added to a solution of 548 mg of 2,4-dimethyl-3-acetyl-pyrrole, in 10 ml of aq. hydriodic acid, 10 ml of acetic anydride and 2 ml of hypophosphorous acid. The solution was stirred for 13/4 hours then poured into 200 ml of water to precipitate the product as tiny nearly colourless prisms (651 mg, 79%), m.p. about 186°-189° C. For analysis it was recrystallized from ethanol as colourless plates, m.p. 188.5° C. after a solid phase change at 135°. Anal. Calc. for C13H21NO: ...